This data is from the Open Reaction Database (ORD), a public repository of structured organic reaction records. The task is: describe an organic reaction: reactants, conditions, products, and yield Starting materials: Intermediate 93B, ClC=1C(=NN(C1C)C1=C(C(=O)O)C=C(C=C1)C(NS(=O)(=O)C1=CC2=CC=CC=C2C=C1)=O)C(N(CCCC)CCCC)=O (2-(4-chloro-3-(dibutylcarbamoyl)-5-methyl-1H-pyrazol-1-yl)-5-(naphthalen-2-ylsulfonylcarbamoyl)benzoic acid), ClC=1C(=NN(C1C)C1=C(C(=O)O)C=C(C=C1)C(NS(=O)(=O)C1=CC2=CC=CC=C2C=C1)=O)C(N(CCCC)CCCC)=O (2-(4-chloro-3-(dibutylcarbamoyl)-5-methyl-1H-pyrazol-1-yl)-5-(naphthalen-2-ylsulfonylcarbamoyl)benzoic acid), BrC=1C=NC=2CCNCC2C1 (3-bromo-5,6,7,8-tetrahydro-1,6-naphthyridine). Product: BrC=1C=NC=2CCN(CC2C1)C(=O)C1=C(C=CC(=C1)C(NS(=O)(=O)C1=CC2=CC=CC=C2C=C1)=O)N1N=C(C(=C1C)Cl)C(=O)N(CCCC)CCCC (1-(2-(3-Bromo-5,6,7,8-tetrahydro-1,6-naphthyridine-6-carbonyl)-4-(naphthalen-2-ylsulfonylcarbamoyl)phenyl)-N,N-dibutyl-4-chloro-5-methyl-1H-pyrazole-3-carboxamide). Isolated yield 48.8%. As a reaction SMILES: [Cl:1][C:2]1[C:3]([C:33](=[O:43])[N:34]([CH2:39][CH2:40][CH2:41][CH3:42])[CH2:35][CH2:36][CH2:37][CH3:38])=[N:4][N:5]([C:8]2[CH:16]=[CH:15][C:14]([C:17](=[O:32])[NH:18][S:19]([C:22]3[CH:31]=[CH:30][C:29]4[C:24](=[CH:25][CH:26]=[CH:27][CH:28]=4)[CH:23]=3)(=[O:21])=[O:20])=[CH:13][C:9]=2[C:10]([OH:12])=O)[C:6]=1[CH3:7].[Br:44][C:45]1[CH:46]=[N:47][C:48]2[CH2:49][CH2:50][NH:51][CH2:52][C:53]=2[CH:54]=1>>[Br:44][C:45]1[CH:46]=[N:47][C:48]2[CH2:49][CH2:50][N:51]([C:10]([C:9]3[CH:13]=[C:14]([C:17](=[O:32])[NH:18][S:19]([C:22]4[CH:31]=[CH:30][C:29]5[C:24](=[CH:25][CH:26]=[CH:27][CH:28]=5)[CH:23]=4)(=[O:21])=[O:20])[CH:15]=[CH:16][C:8]=3[N:5]3[C:6]([CH3:7])=[C:2]([Cl:1])[C:3]([C:33]([N:34]([CH2:35][CH2:36][CH2:37][CH3:38])[CH2:39][CH2:40][CH2:41][CH3:42])=[O:43])=[N:4]3)=[O:12])[CH2:52][C:53]=2[CH:54]=1. Procedure details: Following a procedure analogous to that for the synthesis of Intermediate 93B, 2-(4-chloro-3-(dibutylcarbamoyl)-5-methyl-1H-pyrazol-1-yl)-5-(naphthalen-2-ylsulfonylcarbamoyl)benzoic acid (Intermediate 91F, 25 mg, 0.040 mmol) and 3-bromo-5,6,7,8-tetrahydro-1,6-naphthyridine (D-L Chiral, 9 mg, 0.044 mmol) were converted to the title compound (16 mg, 45%) following purification by preparative HPLC. 1H NMR (1:1 CD3OD:CDCl3, 1.5:1 mixture of amide rotamers) δ ppm 8.69-8.65 (m, 1H), 8.47-8.41 (m, 1H),... The reactants are Cl.Cl.CN(C1CNC1)C (N,N-dimethylazetidin-3-amine dihydrochloride), Cl.Cl.CN(C1CNC1)C (N,N-dimethylazetidin-3-amine dihydrochloride), FC1=CC(=C(C=C1[N+](=O)[O-])NC1=NC=C(C(=N1)C1=CN(C2=CC=CC=C12)C)C)OC (N-(4-fluoro-2-methoxy-5-nitrophenyl)-5-methyl-4-(1-methylindol-3-yl)pyrimidin-2-amine), FC1=CC(=C(C=C1[N+](=O)[O-])NC1=NC=C(C(=N1)C1=CN(C2=CC=CC=C12)C)C)OC (N-(4-fluoro-2-methoxy-5-nitrophenyl)-5-methyl-4-(1-methylindol-3-yl)pyrimidin-2-amine), CCN(C(C)C)C(C)C (DIPEA). The solvent is FC(CO)(F)F (2,2,2-trifluoroethanol). Reaction conditions: temperature 140 celsius. Product: CN(C1CN(C1)C1=CC(=C(C=C1[N+](=O)[O-])NC1=NC=C(C(=N1)C1=CN(C2=CC=CC=C12)C)C)OC)C (N-[4-(3-Dimethylaminoazetidin-1-yl)-2-methoxy-5-nitrophenyl]-5-methyl-4-(1-methylindol-3-yl)pyrimidin-2-amine). Isolated yield 71.6%. RXN SMILES: Cl.Cl.[CH3:3][N:4]([CH3:9])[CH:5]1[CH2:8][NH:7][CH2:6]1.F[C:11]1[C:16]([N+:17]([O-:19])=[O:18])=[CH:15][C:14]([NH:20][C:21]2[N:26]=[C:25]([C:27]3[C:35]4[C:30](=[CH:31][CH:32]=[CH:33][CH:34]=4)[N:29]([CH3:36])[CH:28]=3)[C:24]([CH3:37])=[CH:23][N:22]=2)=[C:13]([O:38][CH3:39])[CH:12]=1.CCN(C(C)C)C(C)C>FC(F)(F)CO>[CH3:3][N:4]([CH3:9])[CH:5]1[CH2:8][N:7]([C:11]2[C:16]([N+:17]([O-:19])=[O:18])=[CH:15][C:14]([NH:20][C:21]3[N:26]=[C:25]([C:27]4[C:35]5[C:30](=[CH:31][CH:32]=[CH:33][CH:34]=5)[N:29]([CH3:36])[CH:28]=4)[C:24]([CH3:37])=[CH:23][N:22]=3)=[C:13]([O:38][CH3:39])[CH:12]=2)[CH2:6]1 |f:0.1.2|. Procedure: N,N-dimethylazetidin-3-amine (Intermediate 26, 113 mg, 0.65 mmol) was added to a suspension of N-(4-fluoro-2-methoxy-5-nitrophenyl)-5-methyl-4-(1-methylindol-3-yl)-pyrimidin-2-amine (Intermediate 79, 250 mg, 0.61 mmol) and DIPEA (0.374 mL, 2.15 mmol) in 2,2,2-trifluoroethanol (5 mL). The mixture was heated in a microwave at 140° C. for 1 h. The cooled mixture was purified by ion exchange chromatography, using an SCX column and eluting with 7M methanolic ammonia. Appropriate fractions were combin... Reactants: C(=O)(N1C=NC=C1)N1C=NC=C1 (1,1′-Carbonyldiimidazole), CC(C)(C)OC(=O)N1CCC2=C(CC1)C=CC(=C2)OC=2N=CC(=NC2)C(=O)O (5-[(3-{[(1,1-Dimethylethyl)oxy]carbonyl}-2,3,4,5-tetrahydro-1H-3-benzazepin-7-yl)oxy]-2-pyrazinecarboxylic acid), CN (Methylamine). The solvent is ClCCl (dichloromethane). Conditions: time 18 hour. Product: CNC(=O)C=1N=CC(=NC1)OC1=CC2=C(CCN(CC2)C(=O)OC(C)(C)C)C=C1 (1,1-Dimethylethyl 7-({5-[(methylamino)carbonyl]-2-pyrazinyl}oxy)-1,2,4,5-tetrahydro-3H-3-benzazepine-3-carboxylate). Isolated yield 66.8%. RXN SMILES: [C:1](N1C=CN=C1)([N:3]1C=CN=C1)=O.[CH3:13][C:14]([O:17][C:18]([N:20]1[CH2:26][CH2:25][C:24]2[CH:27]=[CH:28][C:29]([O:31][C:32]3[N:33]=[CH:34][C:35]([C:38]([OH:40])=O)=[N:36][CH:37]=3)=[CH:30][C:23]=2[CH2:22][CH2:21]1)=[O:19])([CH3:16])[CH3:15].CN>ClCCl>[CH3:1][NH:3][C:38]([C:35]1[N:36]=[CH:37][C:32]([O:31][C:29]2[CH:28]=[CH:27][C:24]3[CH2:25][CH2:26][N:20]([C:18]([O:17][C:14]([CH3:13])([CH3:16])[CH3:15])=[O:19])[CH2:21][CH2:22][C:23]=3[CH:30]=2)=[N:33][CH:34]=1)=[O:40]. Procedure details: 1,1′-Carbonyldiimidazole (16.6 g, 102 mmol) was added to a solution of 5-[(3-{[(1,1-dimethylethyl)oxy]carbonyl}-2,3,4,5-tetrahydro-1H-3-benzazepin-7-yl)oxy]-2-pyrazinecarboxylic acid (D49, Step 2) (37.5 g, 97 mmol) in dry dichloromethane (400 ml) and the resulting mixture was stirred at room temperature for 18 hours. Methylamine (2M solution in tetrahydrofuran) (100 ml) was added and the mixture stirred for 2 hours. The solvent was removed in vacuo and the residue was purified by column chromato... The reactants are COC(=O)c1ccc(C=C2COc3ccccc3C2=O)cc1, CN(C)C=O, NNS(=O)(=O)c1ccccc1. Yields the product COC(=O)c1ccc(CC2COc3ccccc3C2=O)cc1. RXN SMILES: [O:1]=[C:2]1[C:3](=[CH:12][c:13]2[cH:14][cH:15][c:16]([C:17](=[O:18])[O:19][CH3:20])[cH:21][cH:22]2)[CH2:4][O:5][c:6]2[cH:7][cH:8][cH:9][cH:10][c:11]21.[O:34]=[CH:35][N:36]([CH3:37])[CH3:38].[c:23]1([S:24]([NH:25][NH2:26])(=[O:27])=[O:28])[cH:29][cH:30][cH:31][cH:32][cH:33]1>>[O:1]=[C:2]1[CH:3]([CH2:12][c:13]2[cH:14][cH:15][c:16]([C:17](=[O:18])[O:19][CH3:20])[cH:21][cH:22]2)[CH2:4][O:5][c:6]2[cH:7][cH:8][cH:9][cH:10][c:11]21.